From a dataset of the Open Reaction Database (ORD), a public repository of structured organic reaction records. describe an organic reaction: reactants, conditions, products, and yield The reactants are C(C)OC(CCSC1=CN=C(S1)NC(=O)N(C1CCNCC1)[C@@H]1CC[C@H](CC1)C)=O (3-{2-[3-(trans-4-methyl-cyclohexyl)-3-piperidin-4-yl-ureido]-thiazol-5-ylsulfanyl}-propionic acid ethyl ester), CN(S(=O)(=O)Cl)C (dimethylsulfamoyl chloride). Product: C(C)OC(CCSC1=CN=C(S1)NC(=O)N([C@@H]1CC[C@H](CC1)C)C1CCN(CC1)S(N(C)C)(=O)=O)=O (3-{2-[3-(1-Dimethylsulfamoyl-piperidin-4-yl)-3-(trans-4-methyl-cyclohexyl)-ureido]-thiazol-5-ylsulfanyl}-propionic acid ethyl ester), CN(S(=O)(=O)N1CCC(CC1)N(C(NC=1SC(=CN1)SCCC(=O)O)=O)[C@@H]1CC[C@H](CC1)C)C (3-{2-[3-(1-Dimethylsulfamoyl-piperidin-4-yl)-3-(trans-4-methyl-cyclohexyl)-ureido]-thiazol-5-ylsulfanyl}-propionic acid). Reaction SMILES: [CH2:1]([O:3][C:4](=[O:30])[CH2:5][CH2:6][S:7][C:8]1[S:12][C:11]([NH:13][C:14]([N:16]([C@H:23]2[CH2:28][CH2:27][C@H:26]([CH3:29])[CH2:25][CH2:24]2)[CH:17]2[CH2:22][CH2:21][NH:20][CH2:19][CH2:18]2)=[O:15])=[N:10][CH:9]=1)[CH3:2].[CH3:31][N:32]([CH3:37])[S:33](Cl)(=[O:35])=[O:34]>>[CH2:1]([O:3][C:4](=[O:30])[CH2:5][CH2:6][S:7][C:8]1[S:12][C:11]([NH:13][C:14]([N:16]([CH:17]2[CH2:22][CH2:21][N:20]([S:33](=[O:35])(=[O:34])[N:32]([CH3:37])[CH3:31])[CH2:19][CH2:18]2)[C@H:23]2[CH2:28][CH2:27][C@H:26]([CH3:29])[CH2:25][CH2:24]2)=[O:15])=[N:10][CH:9]=1)[CH3:2].[CH3:31][N:32]([CH3:37])[S:33]([N:20]1[CH2:19][CH2:18][CH:17]([N:16]([C@H:23]2[CH2:28][CH2:27][C@H:26]([CH3:29])[CH2:25][CH2:24]2)[C:14](=[O:15])[NH:13][C:11]2[S:12][C:8]([S:7][CH2:6][CH2:5][C:4]([OH:3])=[O:30])=[CH:9][N:10]=2)[CH2:22][CH2:21]1)(=[O:35])=[O:34]. Procedure details: 3-{2-[3-(1-Dimethylsulfamoyl-piperidin-4-yl)-3-(trans-4-methyl-cyclohexyl)-ureido]-thiazol-5-ylsulfanyl}-propionic acid ethyl ester was prepared in a similar manner to Example 554 using 3-{2-[3-(trans-4-methyl-cyclohexyl)-3-piperidin-4-yl-ureido]-thiazol-5-ylsulfanyl}-propionic acid ethyl ester and dimethylsulfamoyl chloride. Hydrolysis using general procedure (F) gave the title compound Reactants: [H-].[Na+] (sodium hydride), N1C(=O)NC(=O)C(C)=C1 (thymine), BrC[C@@H]1CC[C@@H](O1)P(=O)(OCC)OCC (cis-5-bromomethyl-2-diethoxyphosphinoyl-tetrahydrofuran). The solvent is CN(C)C=O (DMF), CN(C)C=O (DMF). Reaction conditions: time 30 minute. Product: C(C)N1C(=O)NC(=O)C(C)=C1 (N1 -ethyl thymine). The yield is 39.9%. RXN SMILES: [NH:1]1[CH:9]=[C:7]([CH3:8])[C:5](=[O:6])[NH:4][C:2]1=[O:3].[H-].[Na+].Br[CH2:13][C@H:14]1O[C@@H](P(OCC)(OCC)=O)CC1>CN(C=O)C>[CH2:13]([N:1]1[CH:9]=[C:7]([CH3:8])[C:5](=[O:6])[NH:4][C:2]1=[O:3])[CH3:14] |f:1.2|. Reported procedure: To a stirring suspension of thymine (551 mg, 3.32 mmol) in dry DMF (3 mL) was added sodium hydride (60% oil dispersion, 133 mg, 3.32 mmol). After stirring the mixture for 30 min at room temperature, a solution of cis-5-bromomethyl-2-diethoxyphosphinoyl-tetrahydrofuran (example 66) (500 mg, 1.66 mmol) in DMF (3 mL) was added via cannula. The mixture was then stirred at 90° C. for 15 h after which the mixture was cooled and quenched with saturated ammonium chloride (5 mL). The volatiles were remov... Starting materials: Cc1onc(-c2ccccc2)c1-c1ccc(S(N)(=O)=O)cc1, ClC(Cl)(Cl)C(Cl)(Cl)Cl, ClCc1ccno1, COC1(c2cc(O)cc(F)c2)CCOCC1, [Li]CCCC, [Na+], C1CCOC1, C1COCCO1, [OH-], O. The product is COC1(c2cc(F)cc(OCc3onc(-c4ccccc4)c3-c3ccc(S(N)(=O)=O)cc3)c2)CCOCC1. As a reaction SMILES: [CH3:1][c:2]1[c:3](-[c:13]2[cH:14][cH:15][c:16]([S:19](=[O:20])(=[O:21])[NH2:22])[cH:17][cH:18]2)[c:4](-[c:7]2[cH:8][cH:9][cH:10][cH:11][cH:12]2)[n:5][o:6]1.[Cl:28][C:29]([C:30]([Cl:31])([Cl:32])[Cl:33])([Cl:34])[Cl:35].[Cl:36][CH2:37][c:38]1[o:39][n:40][cH:41][cH:42]1.[F:43][c:44]1[cH:45][c:46]([OH:58])[cH:47][c:48]([C:50]2([O:56][CH3:57])[CH2:51][CH2:52][O:53][CH2:54][CH2:55]2)[cH:49]1.[Li:23][CH2:24][CH2:25][CH2:26][CH3:27].[Na+:71].[O:59]1[CH2:60][CH2:61][CH2:62][CH2:63]1.[O:64]1[CH2:65][CH2:66][O:67][CH2:68][CH2:69]1.[OH-:70].[OH2:72]>>[CH2:1]([c:2]1[c:3](-[c:13]2[cH:14][cH:15][c:16]([S:19](=[O:20])(=[O:21])[NH2:22])[cH:17][cH:18]2)[c:4](-[c:7]2[cH:8][cH:9][cH:10][cH:11][cH:12]2)[n:5][o:6]1)[O:58][c:46]1[cH:45][c:44]([F:43])[cH:49][c:48]([C:50]2([O:56][CH3:57])[CH2:51][CH2:52][O:53][CH2:54][CH2:55]2)[cH:47]1. Reactants: Cl (HCl), C(C)(C)(C)C1=C(C=CC=C1)N1CCNCC1 ([2-(tert-butyl)phenyl]piperazine). The solvent is C(C)(=O)OCC (ethyl acetate), C(C)(=O)OCC (ethyl acetate). Conditions: time 0.5 hour. Yields the product Cl.Cl.C(C)(C)(C)C1=C(C=CC=C1)N1CCNCC1 (1-[2-(tert-butyl)phenyl]piperazine dihydrochloride). As a reaction SMILES: [C:1]([C:5]1[CH:10]=[CH:9][CH:8]=[CH:7][C:6]=1[N:11]1[CH2:16][CH2:15][NH:14][CH2:13][CH2:12]1)([CH3:4])([CH3:3])[CH3:2].[ClH:17]>C(OCC)(=O)C>[ClH:17].[ClH:17].[C:1]([C:5]1[CH:10]=[CH:9][CH:8]=[CH:7][C:6]=1[N:11]1[CH2:16][CH2:15][NH:14][CH2:13][CH2:12]1)([CH3:4])([CH3:2])[CH3:3] |f:3.4.5|. Reported procedure: A solution of 2-tert-butylaniline (35.7 g, 0.240 mol) and di(2-chloroethyl)amine hydrochloride (47.0 g, 0.264 mol) in diethylene glycol dimethyl ether (350 mL) was refluxed for 12 h. Then the mixture was cooled to room temperature, and 2 M NaOH solution (50 mL) was added. The mixture was extracted with ether, the combined organic layer was dried over anhydrous sodium sulfate, and the solvent was evaporated under reduced pressure to give crude product as a colorless oil. The product was purified ...